Dataset: the Open Reaction Database (ORD), a public repository of structured organic reaction records. Task: describe an organic reaction: reactants, conditions, products, and yield Starting materials: C(C=C)S(=O)(=O)OC1=CC=C(C=C1)Cl (4-chlorophenyl 2-propenesulfonate), ClCl (chlorine), C(Cl)(Cl)Cl (chloroform). Product: ClC(CS(=O)(=O)OC1=CC=C(C=C1)Cl)CCl (4-Chlorophenyl 2,3-dichloropropanesulfonate). Yield: 84.2%. RXN SMILES: [CH2:1]([S:4]([O:7][C:8]1[CH:13]=[CH:12][C:11]([Cl:14])=[CH:10][CH:9]=1)(=[O:6])=[O:5])[CH:2]=C.[Cl:15]Cl.[CH:17]([Cl:20])(Cl)Cl>>[Cl:15][CH:2]([CH2:17][Cl:20])[CH2:1][S:4]([O:7][C:8]1[CH:13]=[CH:12][C:11]([Cl:14])=[CH:10][CH:9]=1)(=[O:6])=[O:5]. Procedure details: To a solution of 23.2 g of 4-chlorophenyl 2-propenesulfonate in 80 ml of chloroform was added 7.1 g of chlorine absorbed in 20 ml of chloroform dropwise with stirring below 0°C. After the addition, the mixture was stirred for two hours at room temperature. By distillation of the solvent and fractionation, 25.5 g of 4-chlorophenyl 2,3-dichloropropanesulfonate, B.P. 143°-145°C/0.015 mmHg, was obtained in a yield of 84.2%. Starting materials: [N+](=O)([O-])C=1C=C2C=CNC2=CC1 (5-nitroindole), [H-].[Na+] (sodium hydride), O (water), BrCC#N (bromoacetonitrile). Run in CN(C)C=O (DMF). Product: [N+](=O)([O-])C=1C=C2C=CN(C2=CC1)CC#N ((5-Nitro-indol-1-yl)-acetonitrile). The yield is 97.0%. RXN SMILES: [N+:1]([C:4]1[CH:5]=[C:6]2[C:10](=[CH:11][CH:12]=1)[NH:9][CH:8]=[CH:7]2)([O-:3])=[O:2].[H-].[Na+].Br[CH2:16][C:17]#[N:18].O>CN(C=O)C>[N+:1]([C:4]1[CH:5]=[C:6]2[C:10](=[CH:11][CH:12]=1)[N:9]([CH2:16][C:17]#[N:18])[CH:8]=[CH:7]2)([O-:3])=[O:2] |f:1.2|. Procedure details: To a solution of 5-nitroindole (1.62 g, 10 mmole) in DMF (15 ml) was added sodium hydride (60% in oil, 0.440 g, 11 mmole). The reaction mixture was stirred for 30 minutes at room temperature after which time bromoacetonitrile (1.25 g, 10.5 mmole) was added via syringe. After 1 h reaction time at the same temperature, the mixture was poured into 200 ml of water. The precipitate, (5-nitro-indol-1-yl)-acetonitrile, was collected (1.96, 97% yield) and was used without further purification. The reactants are CC(CCCC)=O (2-hexanone), CC1(SCO[C@H]2[C@H]1CC[C@H](C2)C)C ((4aR,7R,8aR)-hexahydro-4,4,7-trimethyl-4H-1,3-benzoxathiin), C(CCC)[Li] (butyllithium), saturated solution, [Cl-].[NH4+] (ammonium chloride). Run in O (water), O1CCCC1 (tetrahydrofuran), CCCCCC (hexane), O1CCCC1 (tetrahydrofuran), O (water). Run at temperature -78 celsius, time 15 minute. The product is O[C@](C)(CCCC)[C@@H]1O[C@H]2[C@H](C(S1)(C)C)CC[C@H](C2)C ((2R,4aR,7R,8aR)-hexahydro-2[(2R)-2-hydroxy-2-hexanyl]-4,4,7-trimethyl-1H-1,3-benzoxathiin). The yield is 96.9%. Reaction SMILES: [CH3:1][C:2]1([CH3:13])[C@@H:7]2[CH2:8][CH2:9][C@@H:10]([CH3:12])[CH2:11][C@H:6]2[O:5][CH2:4][S:3]1.C([Li])CCC.[CH3:19][C:20](=[O:25])[CH2:21][CH2:22][CH2:23][CH3:24].[Cl-].[NH4+]>O1CCCC1.CCCCCC.O>[OH:25][C@@:20]([C@H:4]1[S:3][C:2]([CH3:13])([CH3:1])[C@@H:7]2[CH2:8][CH2:9][C@@H:10]([CH3:12])[CH2:11][C@H:6]2[O:5]1)([CH2:21][CH2:22][CH2:23][CH3:24])[CH3:19] |f:3.4|. Procedure details: A vigorously stirred solution of (4aR,7R,8aR)-hexahydro-4,4,7-trimethyl-4H-1,3-benzoxathiin (9 g, 0.045 mole, prepared as described by ELIEL et al. Org. Synth. 65, 215 [1987]) in 130 ml of anhydrous tetrahydrofuran was cooled to -78° C. under an ar8on atmosphere and butyllithium (3.168 g, 0.0195 mole) dissolved in 32 ml of hexane was added dropwise over a period of 15 minutes. The solution was further stirred for additional 15 minutes. The temperature of the solution was allowed to slowly reach ... Reactants: Pd(Ph3)4, C(C)(C)(C)OC(=O)N1C(CCC1)C=1NC(=CN1)C1=CC=2CCC3=CC(=CC=C3C2C=C1)Br (2-[5-(7-bromo-9,10-dihydro-phenanthren-2-yl)-1H-imidazol-2-yl]-pyrrolidine-1-carboxylic acid tert-butyl ester), C(C)(C)(C)OC(=O)N1C2CCC(C1C1=NC3=C(N1)C=C(C=C3)B3OC(C(O3)(C)C)(C)C)C2 (3-[6-(4,4,5,5-Tetramethyl-[1,3,2]dioxaborolan-2-yl)-1H-benzoimidazol-2-yl]-2-aza-bicyclo[2.2.1]heptane-2-carboxylic acid tert-butyl ester), C(=O)(O)[O-].[Na+] (NaHCO3). The solvent is COCCOC (1,2-dimethoxyethane), O (water). Conditions: temperature 80 celsius. The product is C(C)(C)(C)OC(=O)N1C2CCC(C1C1=NC3=C(N1)C=C(C=C3)C3=CC=1CCC4=CC(=CC=C4C1C=C3)C=3NC(=NC3)C3N(CCC3)C(=O)OC(C)(C)C)C2 (3-(6-{7-[2-(1-tert-Butoxycarbonyl-pyrrolidin-2-yl)-3H-imidazol-4-yl]-9,10-dihydro-phenanthren-2-yl}-1H-benzoimidazol-2-yl)-2-aza-bicyclo[2.2.1]heptane-2-carboxylic acid tert-butyl ester). Isolated yield 59.0%. As a reaction SMILES: [C:1]([O:5][C:6]([N:8]1[CH2:12][CH2:11][CH2:10][CH:9]1[C:13]1[NH:14][C:15]([C:18]2[CH:31]=[CH:30][C:29]3[C:28]4[C:23](=[CH:24][C:25](Br)=[CH:26][CH:27]=4)[CH2:22][CH2:21][C:20]=3[CH:19]=2)=[CH:16][N:17]=1)=[O:7])([CH3:4])([CH3:3])[CH3:2].[C:33]([O:37][C:38]([N:40]1[CH:45]([C:46]2[NH:50][C:49]3[CH:51]=[C:52](B4OC(C)(C)C(C)(C)O4)[CH:53]=[CH:54][C:48]=3[N:47]=2)[CH:44]2[CH2:64][CH:41]1[CH2:42][CH2:43]2)=[O:39])([CH3:36])([CH3:35])[CH3:34].C([O-])(O)=O.[Na+]>COCCOC.O>[C:33]([O:37][C:38]([N:40]1[CH:45]([C:46]2[NH:50][C:49]3[CH:51]=[C:52]([C:25]4[CH:26]=[CH:27][C:28]5[C:29]6[C:20](=[CH:19][C:18]([C:15]7[NH:14][C:13]([CH:9]8[CH2:10][CH2:11][CH2:12][N:8]8[C:6]([O:5][C:1]([CH3:2])([CH3:3])[CH3:4])=[O:7])=[N:17][CH:16]=7)=[CH:31][CH:30]=6)[CH2:21][CH2:22][C:23]=5[CH:24]=4)[CH:53]=[CH:54][C:48]=3[N:47]=2)[CH:44]2[CH2:64][CH:41]1[CH2:42][CH2:43]2)=[O:39])([CH3:36])([CH3:34])[CH3:35] |f:2.3|. Procedure details: Pd(Ph3)4 (20 mg, 0.017 mmol) was added to a mixture 2-[5-(7-bromo-9,10-dihydro-phenanthren-2-yl)-1H-imidazol-2-yl]-pyrrolidine-1-carboxylic acid tert-butyl ester (173 mg, 0.35 mmol), 3-[6-(4,4,5,5-Tetramethyl-[1,3,2]dioxaborolan-2-yl)-1H-benzoimidazol-2-yl]-2-aza-bicyclo[2.2.1]heptane-2-carboxylic acid tert-butyl ester (154 mg, 0.35 mmol), NaHCO3 (103 mg, 1.22 mmol) in 1,2-dimethoxyethane (5 mL) and water (1 mL). The reaction mixture was flushed with nitrogen, heated at 80° C. for 16 hours, and ... Starting materials: 336, CN(C(C(C(=O)C)=NO)=O)C (N,N-dimethyl-2-hydroxyiminoacetoacetamide), Formula III, C(C)O (ethanol), Cl.CON (methoxyamine hydrochloride). Run in N1=CC=CC=C1 (pyridine). Conditions: temperature 10 celsius. Yields the product CN(C(C(C(C)=NOC)=NO)=O)C (N,N-dimethyl-2-hydroxyimino-3-methoxyiminobutyramide), Formula II. As a reaction SMILES: [CH3:1][N:2]([CH3:11])[C:3](=[O:10])[C:4](=[N:8][OH:9])[C:5]([CH3:7])=O.C(O)C.Cl.[CH3:16][O:17][NH2:18]>N1C=CC=CC=1>[CH3:1][N:2]([CH3:11])[C:3](=[O:10])[C:4](=[N:8][OH:9])[C:5](=[N:18][O:17][CH3:16])[CH3:7] |f:2.3|. Procedure details: To a stirred mixture of 336 parts of N,N-dimethyl-2-hydroxyiminoacetoacetamide (a compound of Formula III), 1500 parts ethanol and 203 parts of methoxyamine hydrochloride were added dropwise 210 parts of pyridine over one-half hour while maintaining the reaction mixture at 10° C. by external cooling. The mixture was allowed to warm slowly to 25° C. and maintained at this temperature for 18 hours. Finally, it was stirred and refluxed for one-half hour. The solvent was removed under reduced pressu... Starting materials: S(O)(O)(=O)=O (sulphuric acid), OCC1=C(C=C(C=C1)C=CC1=CC(=CC=C1)CCCCC(C)(OC1OCCCC1)C)CO ([2-hydroxymethyl-5-(2-{3-[5-methyl-5-(tetrahydropyran-2-yloxy)hexyl]-phenyl}vinyl)phenyl]methanol). Solvent: C1CCOC1 (THF), O (water), O (Water). Run at temperature 40 celsius. Yields the product OCC=1C=C(C=CC1CO)C=CC=1C=C(C=CC1)CCCCC(C)(O)C (6-{3-[2-(3,4-bis-Hydroxymethylphenyl)vinyl]phenyl}-2-methylhexan-2-ol). Reaction SMILES: S(=O)(=O)(O)O.[OH:6][CH2:7][C:8]1[CH:13]=[CH:12][C:11]([CH:14]=[CH:15][C:16]2[CH:21]=[CH:20][CH:19]=[C:18]([CH2:22][CH2:23][CH2:24][CH2:25][C:26]([CH3:35])([O:28]C3CCCCO3)[CH3:27])[CH:17]=2)=[CH:10][C:9]=1[CH2:36][OH:37]>C1COCC1.O>[OH:37][CH2:36][C:9]1[CH:10]=[C:11]([CH:14]=[CH:15][C:16]2[CH:17]=[C:18]([CH2:22][CH2:23][CH2:24][CH2:25][C:26]([CH3:35])([OH:28])[CH3:27])[CH:19]=[CH:20][CH:21]=2)[CH:12]=[CH:13][C:8]=1[CH2:7][OH:6]. Reported procedure: 0.09 ml of concentrated sulphuric acid are added to 44 mg (0.1 mmol) of [2-hydroxymethyl-5-(2-{3-[5-methyl-5-(tetrahydropyran-2-yloxy)hexyl]-phenyl}vinyl)phenyl]methanol in 1 ml of THF and 1 ml of water. The solution is heated at 40° C. for 48 hours. Water is added and the mixture is extracted with ether. The organic phase is dried over magnesium sulphate and concentrated. The product is triturated in an ether-hexane mixture and is then filtered and dried.